Dataset: the Open Reaction Database (ORD), a public repository of structured organic reaction records. Task: describe an organic reaction: reactants, conditions, products, and yield The reactants are Nc1ccccc1Cl, ClC(Cl)Cl, Nc1cc(F)ccc1C(=O)O, O=S(Cl)Cl, c1ccccc1. Yields the product Nc1cc(F)ccc1C(=O)Nc1ccccc1Cl. RXN SMILES: [Cl:16][c:17]1[c:18]([NH2:19])[cH:20][cH:21][cH:22][cH:23]1.[Cl:24][CH:25]([Cl:26])[Cl:27].[NH2:1][c:2]1[c:3]([C:4](=[O:5])[OH:6])[cH:7][cH:8][c:9]([F:11])[cH:10]1.[S:12]([Cl:13])([Cl:14])=[O:15].[cH:28]1[cH:29][cH:30][cH:31][cH:32][cH:33]1>>[NH2:1][c:2]1[c:3]([C:4](=[O:6])[NH:19][c:18]2[c:17]([Cl:16])[cH:23][cH:22][cH:21][cH:20]2)[cH:7][cH:8][c:9]([F:11])[cH:10]1. The yield is 93.4%. Reactants: OS(=O)(=O)O (H2SO4), CC1=C2C(C=C(C(C2=CC(=C1)C)=O)OC)=O (5,7-dimethyl-2-methoxynaphthalene-1,4-dione), [N-]=[N+]=[N-].[Na+] (NaN3). Solvent: CO (MeOH). Reported procedure: To stirred, ice bath cold, concd H2SO4 (14 mL, Baker), there was added 5,7-dimethyl-2-methoxynaphthalene-1,4-dione (1.00 g, 4.63 mmol) in portions. A deep red solution resulted. To this cold solution, NaN3 (601 mg, 9.24 mmol, Aldrich) was added in portions over one min. The ice bath was removed and the reaction was allowed to stir at rt for 18 h under N2. Nitrogen evolution was noted. The reaction was added to crushed ice (100 mL) to give a brown suspension. A solution of 30% MeOH/70% CHCl3 (90 ... Reaction SMILES: OS(O)(=O)=O.[CH3:6][C:7]1[CH:16]=[C:15]([CH3:17])[CH:14]=[C:13]2[C:8]=1[C:9](=[O:21])[CH:10]=[C:11]([O:19][CH3:20])[C:12]2=[O:18].[N-:22]=[N+]=[N-].[Na+]>CO>[CH3:6][C:7]1[C:8]2[C:9](=[O:21])[CH:10]=[C:11]([O:19][CH3:20])[C:12](=[O:18])[NH:22][C:13]=2[CH:14]=[C:15]([CH3:17])[CH:16]=1 |f:2.3|. Yields the product CC1=CC(=CC2=C1C(C=C(C(N2)=O)OC)=O)C (6,8-Dimethyl-3-methoxy-1H-1-benzazepine-2,5-dione).